Dataset: the Open Reaction Database (ORD), a public repository of structured organic reaction records. Task: describe an organic reaction: reactants, conditions, products, and yield The reactants are C1(=CC=C(C=C1)S(=O)(=O)C[N+]#[C-])C (p-toluenesufonylmethylisocyanide), CC(C)([O-])C.[K+] (potassium t-butoxide), C(C1=CC=CC=C1)N1N=C(C(=C1)C=O)OCC1=CC=CC=C1 (1-benzyl-3-benzyloxy-1H-pyrazole-4-carbaldehyde), [Cl-].[NH4+] (ammonium chloride). The solvent is CO (Methanol), C(OC)COC (dimethoxyethane), C(OC)COC (dimethoxyethane), C(OC)COC (dimethoxyethane). Reaction conditions: time 5 minute. Yields the product C(C1=CC=CC=C1)N1N=C(C(=C1)CC#N)OCC1=CC=CC=C1 (1-benzyl-3-benzyloxy-1H-pyrazol-4-ylacetonitrile). The yield is 86.5%. RXN SMILES: C1(C)C=CC(S([CH2:10][N+:11]#[C-])(=O)=O)=CC=1.CC(C)([O-])C.[K+].[CH2:20]([N:27]1[CH:31]=[C:30]([CH:32]=O)[C:29]([O:34][CH2:35][C:36]2[CH:41]=[CH:40][CH:39]=[CH:38][CH:37]=2)=[N:28]1)[C:21]1[CH:26]=[CH:25][CH:24]=[CH:23][CH:22]=1.[Cl-].[NH4+]>C(COC)OC.CO>[CH2:20]([N:27]1[CH:31]=[C:30]([CH2:32][C:10]#[N:11])[C:29]([O:34][CH2:35][C:36]2[CH:41]=[CH:40][CH:39]=[CH:38][CH:37]=2)=[N:28]1)[C:21]1[CH:26]=[CH:25][CH:24]=[CH:23][CH:22]=1 |f:1.2,4.5|. Procedure details: A solution of p-toluenesufonylmethylisocyanide (10.3 g) in dimethoxyethane (50 ml) was added to a mixture of potassium t-butoxide (11.2 g) and dimethoxyethane (50 ml) at −78° C., and the mixture was stirred for 5 minutes. A solution of 1-benzyl-3-benzyloxy-1H-pyrazole-4-carbaldehyde (14.6 g) in dimethoxyethane (50 ml) was added to the mixture. After stirring at the same temperature for 1 hour, the mixture was stirred for 1 hour while raising the temperature. Methanol (150 ml) was added to the mi...